This data is from the Open Reaction Database (ORD), a public repository of structured organic reaction records. The task is: describe an organic reaction: reactants, conditions, products, and yield Starting materials: C(C)(C)(C)ON[C@@H](CC1=CC(I)=C(C(I)=C1)OC1=CC(I)=C(C(I)=C1)O)C(=O)O (N-(tert-butoxy)-L-thyroxine), ON1C(CCC1=O)=O (N-hydroxysuccinimide), C1(CCCCC1)N=C=NC1CCCCC1 (dicyclohexyl carbodiimide). Solvent: CN(C=O)C (dimethylformamide). Run at time 18 hour. The product is N[C@@H](CC1=CC(I)=C(C(I)=C1)OC1=CC(I)=C(C(I)=C1)O)C(=O)O (Thyroxine). RXN SMILES: C(O[NH:6][C@H:7]([C:27]([OH:29])=[O:28])[CH2:8][C:9]1[CH:16]=[C:14]([I:15])[C:13]([O:17][C:18]2[CH:25]=[C:23]([I:24])[C:22]([OH:26])=[C:20]([I:21])[CH:19]=2)=[C:11]([I:12])[CH:10]=1)(C)(C)C.ON1C(=O)CCC1=O.C1(N=C=NC2CCCCC2)CCCCC1>CN(C)C=O>[NH2:6][C@H:7]([C:27]([OH:29])=[O:28])[CH2:8][C:9]1[CH:10]=[C:11]([I:12])[C:13]([O:17][C:18]2[CH:19]=[C:20]([I:21])[C:22]([OH:26])=[C:23]([I:24])[CH:25]=2)=[C:14]([I:15])[CH:16]=1. Procedure: 1.23 g (1.4 mmoles) of N-(tert-butoxy)-L-thyroxine and 0.16 g (1.4 mmoles) of N-hydroxysuccinimide are dissolved in 20 mL dimethylformamide. 0.31 g (1.5 mmoles) of dicyclohexyl carbodiimide is added to the solution which is then stirred at room temperature for 18 h. The urea precipitated during the reaction is removed by filtration and the filtrate, containing the active ester, is stored at -20° C.